This data is from the Open Reaction Database (ORD), a public repository of structured organic reaction records. The task is: describe an organic reaction: reactants, conditions, products, and yield Reactants: NC1=C(C(=O)O)C=C(C=C1)C (2-amino-5-methylbenzoic acid), C(C)(=O)O (acetic acid), [O-]C#N.[K+] (potassium cyanate), [OH-].[Na+] (sodium hydroxide). Run in O (water), O (water), O (water), O (water), O1CCOCC1 (1,4-dioxane). Conditions: temperature 50 celsius, time 1.5 hour. Product: CC=1C=C2C(NC(NC2=CC1)=O)=O (6-methyl-2,4-(1H,3H)-quinazolinedione). Isolated yield 50.2%. RXN SMILES: [NH2:1][C:2]1[CH:10]=[CH:9][C:8]([CH3:11])=[CH:7][C:3]=1[C:4](O)=[O:5].[O-:12][C:13]#[N:14].[K+].C(O)(=O)C.[OH-].[Na+]>O.O1CCOCC1>[CH3:11][C:8]1[CH:7]=[C:3]2[C:2](=[CH:10][CH:9]=1)[NH:1][C:13](=[O:12])[NH:14][C:4]2=[O:5] |f:1.2,4.5|. Procedure details: 2.00 g of 2-amino-5-methylbenzoic acid was suspended in 20 mL of water, to which 1.18 g of potassium cyanate was added and a mixture of 0.23 mL of acetic acid and 1 mL of water were added dropwise, and this suspension was stirred for 1.5 hours at 50° C. Then, after a solution of 1.42 g of sodium hydroxide in 2 mL of water was added drowise, to which 40 mL of water and 20 mL of 1,4-dioxane were added, and this solution was stirred for 3.5 hours while heating it under reflux. The reaction mixture ... The reactants are BrC1=CC(=CC(=C1)F)Cl (1-Bromo-3-chloro-5-fluorobenzene), OC=1C=NC=NC1 (5-hydroxypyrimidine), C(=O)([O-])[O-].[K+].[K+] (K2CO3). The solvent is CN(C)C=O (DMF). The product is BrC=1C=C(OC=2C=NC=NC2)C=C(C1)Cl (5-(3-bromo-5-chlorophenoxy)pyrimidine). Yield: 53.6%. RXN SMILES: [Br:1][C:2]1[CH:7]=[C:6](F)[CH:5]=[C:4]([Cl:9])[CH:3]=1.[OH:10][C:11]1[CH:12]=[N:13][CH:14]=[N:15][CH:16]=1.C([O-])([O-])=O.[K+].[K+]>CN(C=O)C>[Br:1][C:2]1[CH:7]=[C:6]([CH:5]=[C:4]([Cl:9])[CH:3]=1)[O:10][C:11]1[CH:12]=[N:13][CH:14]=[N:15][CH:16]=1 |f:2.3.4|. Procedure details: 1-Bromo-3-chloro-5-fluorobenzene (1.0 g, 4.8 mmol, 1.0 eq), 5-hydroxypyrimidine (454 mg, 5.02 mmol, 1.05 eq), K2CO3 (792 mg, 5.73 mmol, 1.20 eq) and DMF (15 mL) were added to a microwave vial and microwaved at 200° C. for 30 minutes. The reaction was filtered and concentrated on silica gel (5 g). The silica gel was loaded on top a fresh bed of silica gel and washed with 50% ethyl acetate/hexane. The solvents were removed in vacuo and the crude mixture was purified by flash chromatography on sili...